Dataset: the Open Reaction Database (ORD), a public repository of structured organic reaction records. Task: describe an organic reaction: reactants, conditions, products, and yield Reactants: O1C(C1)C=1C=CC(=NC1)N1N=NN=C1 (5-(oxiran-2-yl)-2-(1H-tetrazol-1-yl)pyridine), O1C(C1)C=1C=CC(=NC1)N1N=NN=C1 (5-(oxiran-2-yl)-2-(1H-tetrazol-1-yl)pyridine), BrC=1C(=CC(=NC1)N)C (5-bromo-4-methylpyridin-2-amine). Product: CC1=CC(=NC=C1C1OC1)N1N=NN=C1 (4-Methyl-5-(oxiran-2-yl)-2-(1H-tetrazol-1-yl)pyridine). RXN SMILES: [O:1]1[CH2:3][CH:2]1[C:4]1[CH:5]=[CH:6][C:7]([N:10]2[CH:14]=[N:13][N:12]=[N:11]2)=[N:8][CH:9]=1.Br[C:16]1C(C)=CC(N)=NC=1>>[CH3:16][C:5]1[C:4]([CH:2]2[CH2:3][O:1]2)=[CH:9][N:8]=[C:7]([N:10]2[CH:14]=[N:13][N:12]=[N:11]2)[CH:6]=1. Procedure: 4-Methyl-5-(oxiran-2-yl)-2-(1H-tetrazol-1-yl) pyridine was prepared in a similar fashion to that described for the synthesis of 5-(oxiran-2-yl)-2-(1H-tetrazol-1-yl)pyridine (INTERMEDIATE 32) starting from commercially available 5-bromo-4-methylpyridin-2-amine to provide the title compound. Reaction conditions: temperature 70 celsius, time 8 hour. As a reaction SMILES: [CH2:1]([C:5]1[CH:10]=[CH:9][C:8]([C:11]#[C:12][C:13]2[CH:33]=[CH:32][C:16]([CH2:17][NH:18][C:19]3[CH:31]=[CH:30][C:22]4[O:23][C:24]([CH3:29])([CH3:28])[O:25][C:26](=[O:27])[C:21]=4[CH:20]=3)=[CH:15][CH:14]=2)=[CH:7][CH:6]=1)[CH2:2][CH2:3][CH3:4].[CH:34](=O)[CH2:35][CH2:36][CH2:37][CH2:38][CH3:39].C(O[BH-](OC(=O)C)OC(=O)C)(=O)C.[Na+].O>ClCCCl>[CH2:1]([C:5]1[CH:6]=[CH:7][C:8]([C:11]#[C:12][C:13]2[CH:33]=[CH:32][C:16]([CH2:17][N:18]([CH2:34][CH2:35][CH2:36][CH2:37][CH2:38][CH3:39])[C:19]3[CH:31]=[CH:30][C:22]4[O:23][C:24]([CH3:29])([CH3:28])[O:25][C:26](=[O:27])[C:21]=4[CH:20]=3)=[CH:15][CH:14]=2)=[CH:9][CH:10]=1)[CH2:2][CH2:3][CH3:4] |f:2.3|. The product is C(CCC)C1=CC=C(C=C1)C#CC1=CC=C(CN(C2=CC3=C(OC(OC3=O)(C)C)C=C2)CCCCCC)C=C1 (6-[{4-[(4-butylphenyl)ethynyl]benzyl}(hexyl)amino]-2,2-dimethyl-4H-1,3-benzodioxin-4-one). The reactants are C(CCC)C1=CC=C(C=C1)C#CC1=CC=C(CNC2=CC3=C(OC(OC3=O)(C)C)C=C2)C=C1 (6-({4-[(4-butylphenyl)ethynyl]benzyl}amino)-2,2-dimethyl-4H-1,3-benzodioxin-4-one), C(CCCCC)=O (hexanal), C(C)(=O)O[BH-](OC(C)=O)OC(C)=O.[Na+] (sodium triacetoxyborohydride), O (water). Run in ClCCCl (DCE). Procedure details: To a solution of 6-({4-[(4-butylphenyl)ethynyl]benzyl}amino)-2,2-dimethyl-4H-1,3-benzodioxin-4-one (4.00 g, 9.1 mmol) in anhydrous DCE (60 mL) were added hexanal (Aldrich, 1.80 mL, 14.6 mmol) and sodium triacetoxyborohydride (6.17 g, 29.1 mmol). The resulting mixture was stirred at 70° C. overnight. Then the reaction mixture was poured into water (60 mL) and extracted with DCM (2×60 mL). The combined organic layers were dried over MgSO4 and the solvents were removed under reduced pressure to giv... The yield is 92.5%. Starting materials: N1C=C(C2=CC=CC=C12)C(=O)OCC1CC2CCCCN2CC1 (Quinolizidin-2-ylmethyl indole-3-carboxylate), C(C)(=O)Cl (acetyl chloride). The product is C(C)(=O)N1C=C(C2=CC=CC=C12)C(=O)OCC1CC2CCCCN2CC1 (Quinolizidin-2-ylmethyl 1-acetylindole-3-carboxylate). Reaction SMILES: [NH:1]1[C:9]2[C:4](=[CH:5][CH:6]=[CH:7][CH:8]=2)[C:3]([C:10]([O:12][CH2:13][CH:14]2[CH2:23][CH2:22][N:21]3[CH:16]([CH2:17][CH2:18][CH2:19][CH2:20]3)[CH2:15]2)=[O:11])=[CH:2]1.[C:24](Cl)(=[O:26])[CH3:25]>>[C:24]([N:1]1[C:9]2[C:4](=[CH:5][CH:6]=[CH:7][CH:8]=2)[C:3]([C:10]([O:12][CH2:13][CH:14]2[CH2:23][CH2:22][N:21]3[CH:16]([CH2:17][CH2:18][CH2:19][CH2:20]3)[CH2:15]2)=[O:11])=[CH:2]1)(=[O:26])[CH3:25]. Procedure: eq-Quinolizidin-2-ylmethyl indole-3-carboxylate (E9b) was acylated with acetyl chloride using the method of Example 18. The product was chromatographed on silica gel eluting with ethyl acetate to give a pale yellow oil, which crystallised from ether to afford the title compound (E30) as a white solid mp 127°-129° C. Starting materials: OC=1C=C(C=O)C=CC1OC (3-hydroxy-4-methoxybenzaldehyde), [H-].[Na+] (sodium hydride), C1(CCCC1)Br (cyclopentyl bromide). The solvent is O (water), CN(C=O)C (dimethylformamide). Run at temperature 50 celsius. Yields the product C1(CCCC1)OC=1C=C(C=O)C=CC1OC (3-cyclopentyloxy-4-methoxybenzaldehyde). Isolated yield 57.0%. As a reaction SMILES: [OH:1][C:2]1[CH:3]=[C:4]([CH:7]=[CH:8][C:9]=1[O:10][CH3:11])[CH:5]=[O:6].[H-].[Na+].[CH:14]1(Br)[CH2:18][CH2:17][CH2:16][CH2:15]1>CN(C)C=O.O>[CH:14]1([O:1][C:2]2[CH:3]=[C:4]([CH:7]=[CH:8][C:9]=2[O:10][CH3:11])[CH:5]=[O:6])[CH2:18][CH2:17][CH2:16][CH2:15]1 |f:1.2|. Reported procedure: A stirred solution of 3-hydroxy-4-methoxybenzaldehyde (2.00 g) in dry dimethylformamide (20 mL) is treated portionwise with sodium hydride (60% dispersion in oil; 0.56 g) and the mixture is then heated for 1 hour at 50° C. It is then treated dropwise with cyclopentyl bromide (2.36 g) and is stirred and heated at 50° C. for 22 hours. The solution is diluted with water (100 mL) and extracted with diethyl ether (2×100 mL). The ethereal extracts are combined, dried over magnesium sulfate and concent... Starting materials: CC(Nc1cc(-c2ccnc(N3CC4CC3CN4C(=O)OC(C)(C)C)c2)ccn1)c1ccccc1, CO, Cl, C1COCCO1. The product is CC(Nc1cc(-c2ccnc(N3CC4CC3CN4)c2)ccn1)c1ccccc1. RXN SMILES: [C:1]([O:2][C:3](=[O:4])[N:8]1[CH:9]2[CH2:10][N:11]([c:15]3[n:16][cH:17][cH:18][c:19](-[c:21]4[cH:22][c:23]([NH:27][CH:28]([CH3:29])[c:30]5[cH:31][cH:32][cH:33][cH:34][cH:35]5)[n:24][cH:25][cH:26]4)[cH:20]3)[CH:12]([CH2:13]1)[CH2:14]2)([CH3:5])([CH3:6])[CH3:7].[CH3:37][OH:38].[ClH:36].[O:39]1[CH2:40][CH2:41][O:42][CH2:43][CH2:44]1>>[NH:8]1[CH:9]2[CH2:10][N:11]([c:15]3[n:16][cH:17][cH:18][c:19](-[c:21]4[cH:22][c:23]([NH:27][CH:28]([CH3:29])[c:30]5[cH:31][cH:32][cH:33][cH:34][cH:35]5)[n:24][cH:25][cH:26]4)[cH:20]3)[CH:12]([CH2:13]1)[CH2:14]2. The reactants are CO\N=C(/C(=O)NC1[C@@H]2N(C(=C(CS2)COC(N)=O)C(=O)[O-])C1=O)\C=1N=CSC1.[Na+] (sodium 7-[(Z)-2-methoxyimino-2-(thiazol-4-yl)acetamido]-3-carbamoyloxymethyl-3-cephem-4-carboxylate), C(C)(=O)OCCBr (2-bromoethyl acetate), Cl (HCl), C(C)(=O)OCC (ethyl acetate). Run in CN(C=O)C (dimethylformamide). Conditions: time 2 hour. Product: CO\N=C(/C(=O)NC1[C@@H]2N(C(=C(CS2)COC(N)=O)C(=O)OC(C)OC(C)=O)C1=O)\C=1N=CSC1 (1-Acetoxyethyl 7-[(Z)-2-methoxyimino-2-(thiazol-4-yl)acetamido]-3-carbamoyloxymethyl-3-cephem-4-carboxylate). Yield: 43.9%. As a reaction SMILES: [CH3:1][O:2]/[N:3]=[C:4](/[C:25]1[N:26]=[CH:27][S:28][CH:29]=1)\[C:5]([NH:7][CH:8]1[C:23](=[O:24])[N:10]2[C:11]([C:20]([O-:22])=[O:21])=[C:12]([CH2:15][O:16][C:17](=[O:19])[NH2:18])[CH2:13][S:14][C@H:9]12)=[O:6].[Na+].[C:31]([O:34][CH2:35][CH2:36]Br)(=[O:33])[CH3:32].Cl.C(OCC)(=O)C>CN(C)C=O>[CH3:1][O:2]/[N:3]=[C:4](/[C:25]1[N:26]=[CH:27][S:28][CH:29]=1)\[C:5]([NH:7][CH:8]1[C:23](=[O:24])[N:10]2[C:11]([C:20]([O:22][CH:35]([O:34][C:31](=[O:33])[CH3:32])[CH3:36])=[O:21])=[C:12]([CH2:15][O:16][C:17](=[O:19])[NH2:18])[CH2:13][S:14][C@H:9]12)=[O:6] |f:0.1|. Procedure: To a solution of sodium 7-[(Z)-2-methoxyimino-2-(thiazol-4-yl)acetamido]-3-carbamoyloxymethyl-3-cephem-4-carboxylate (100 mg) in dimethylformamide (1 ml) was added 2-bromoethyl acetate (54 mg). After stirring for 2 hours at room temperature, the reaction mixture was added to a mixture of dil. HCl (10 ml) and ethyl acetate (20 ml). The resulting ethyl acetate layer was separated, washed successively with dil. HCl (10 ml), phosphate buffer (pH 7, 10 ml×2), and saturated aqueous NaCl (10 ml), dried... Starting materials: C(C)(C)(C)OC(NC1=C(C=C(C=C1)C1=C(C=CC=C1)F)NC(CC(=O)C1=CC(=CC=C1)N1C=NC=C1)=O)=O ({2′-fluoro-3-[3-(3-imidazol-1-yl-phenyl)-3-oxo-propionylamino]-biphenyl-4-yl}-carbamic acid tert.-butyl ester), C(=O)(C(F)(F)F)O (TFA). Procedure details: Prepared from {2′-fluoro-3-[3-(3-imidazol-1-yl-phenyl)-3-oxo-propionylamino]-biphenyl-4-yl}-carbamic acid tert.-butyl ester (Example K45) by treatment with TFA in CH2Cl2 according to the general procedure M. Obtained as a light yellow solid (176 mg). Reaction SMILES: C(OC(=O)[NH:7][C:8]1[CH:13]=[CH:12][C:11]([C:14]2[CH:19]=[CH:18][CH:17]=[CH:16][C:15]=2[F:20])=[CH:10][C:9]=1[NH:21][C:22](=[O:37])[CH2:23][C:24]([C:26]1[CH:31]=[CH:30][CH:29]=[C:28]([N:32]2[CH:36]=[CH:35][N:34]=[CH:33]2)[CH:27]=1)=O)(C)(C)C.C(O)(C(F)(F)F)=O>C(Cl)Cl>[F:20][C:15]1[CH:16]=[CH:17][CH:18]=[CH:19][C:14]=1[C:11]1[CH:12]=[CH:13][C:8]2[N:7]=[C:24]([C:26]3[CH:31]=[CH:30][CH:29]=[C:28]([N:32]4[CH:36]=[CH:35][N:34]=[CH:33]4)[CH:27]=3)[CH2:23][C:22](=[O:37])[NH:21][C:9]=2[CH:10]=1. The product is FC1=C(C=CC=C1)C=1C=CC2=C(NC(CC(=N2)C2=CC(=CC=C2)N2C=NC=C2)=O)C1 (8-(2-Fluoro-phenyl)-4-(3-imidazol-1-yl-phenyl)-1,3-dihydro-benzo[b][1,4]diazepin-2-one). The solvent is C(Cl)Cl (CH2Cl2). Starting materials: O=S(=O)(C=1C=CC=C(F)C1)N(C)C. The reagents and catalysts are O1B(OC(C)(C)C1(C)C)B2OC(C)(C)C(O2)(C)C, N=1C=CC(=CC1C=2N=CC=C(C2)C(C)(C)C)C(C)(C)C, C[OH2+].C[OH2+].C1CC=CCCC=C1.C1CC=CCCC=C1.[Ir].[Ir]. Run in O1CCCC1. Reaction conditions: temperature 50 celsius, time 24 hour. Yields the product O=S(=O)(C1=CC=C(B2OC(C)(C)C(O2)(C)C)C(F)=C1)N(C)C. Isolated yield 92.0%. Starting materials: NCc1ccccc1, CC1OC(C)(C)OC1C(=O)Cl, C1CCOC1. As a reaction SMILES: [CH2:12]([c:13]1[cH:14][cH:15][cH:16][cH:17][cH:18]1)[NH2:19].[CH3:1][C:2]1([CH3:11])[O:3][CH:4]([CH3:10])[CH:5]([C:7](=[O:8])[Cl:9])[O:6]1.[O:20]1[CH2:21][CH2:22][CH2:23][CH2:24]1>>[CH3:1][C:2]1([CH3:11])[O:3][CH:4]([CH3:10])[CH:5]([C:7](=[O:8])[NH:19][CH2:12][c:13]2[cH:14][cH:15][cH:16][cH:17][cH:18]2)[O:6]1. Product: CC1OC(C)(C)OC1C(=O)NCc1ccccc1.